Task: describe an organic reaction: reactants, conditions, products, and yield. Dataset: the Open Reaction Database (ORD), a public repository of structured organic reaction records RXN SMILES: [CH2:1]1[C:10]2[C:5](=[CH:6][CH:7]=[CH:8][CH:9]=2)[CH2:4][CH2:3][NH:2]1.Br[CH2:12][C:13]([O:15][CH2:16][CH3:17])=[O:14].C([O-])([O-])=O.[Cs+].[Cs+]>CN(C)C=O>[CH2:16]([O:15][C:13](=[O:14])[CH2:12][N:2]1[CH2:3][CH2:4][C:5]2[C:10](=[CH:9][CH:8]=[CH:7][CH:6]=2)[CH2:1]1)[CH3:17] |f:2.3.4|. Starting materials: C1NCCC2=CC=CC=C12 (1,2,3,4-tetra-hydroisoquinoline), BrCC(=O)OCC (ethyl bromoacetate), C(=O)([O-])[O-].[Cs+].[Cs+] (Cs2CO3). Procedure: To a solution of 1,2,3,4-tetra-hydroisoquinoline (2.664 g, 20 mmol) and ethyl bromoacetate (3.647 g, 22 mmol) in N,N-dimethylformamide (23 mL), was added Cs2CO3 (7.168 g, 22 mmol) under N2. The mixture was stirred at room temperature for 4 hours. The solvent was removed under reduced pressure, and the remaining residue was subjected to silica gel chromatography, eluting with ethyl acetate/hexanes (33:66) to afford Intermediate 199(a) (3.39 g, 15.5 mmol) as yellow oil in 77% yield. The product is C(C)OC(CN1CC2=CC=CC=C2CC1)=O ((3,4-Dihydro-1H-isoquinolin-2-yl)-acetic Acid Ethyl Ester). The yield is 77.5%. The solvent is CN(C=O)C (N,N-dimethylformamide). Reaction conditions: time 4 hour. Reactants: CC(=O)O (AcOH), Cl.NCC1=C(C=CC=C1)C1=CC(=CC=C1)O (2-aminomethyl-3′-hydroxybiphenyl hydrochloride), C(#N)C1=C(C=C(CN2C=NC=C2C=O)C=C1)F (1-(4-cyano-3-fluorobenzyl)-5-imidazolecarboxaldehyde), [BH3-]C#N.[Na+] (NaCNBH3). Run in CO (MeOH). Run at time 3 day. Product: FC1=C(C#N)C=CC(=C1)CN1C=NC=C1CNCC1=C(C=CC=C1)C1=CC(=CC=C1)O (2-fluoro-4-(5-{[(3′-hydroxybiphenyl-2-ylmethyl)amino]methyl}imidazol-1-ylmethyl)benzonitrile). RXN SMILES: Cl.[NH2:2][CH2:3][C:4]1[CH:9]=[CH:8][CH:7]=[CH:6][C:5]=1[C:10]1[CH:15]=[CH:14][CH:13]=[C:12]([OH:16])[CH:11]=1.[C:17]([C:19]1[CH:32]=[CH:31][C:22]([CH2:23][N:24]2[C:28]([CH:29]=O)=[CH:27][N:26]=[CH:25]2)=[CH:21][C:20]=1[F:33])#[N:18].[BH3-]C#N.[Na+].CC(O)=O>CO>[F:33][C:20]1[CH:21]=[C:22]([CH2:23][N:24]2[C:28]([CH2:29][NH:2][CH2:3][C:4]3[CH:9]=[CH:8][CH:7]=[CH:6][C:5]=3[C:10]3[CH:15]=[CH:14][CH:13]=[C:12]([OH:16])[CH:11]=3)=[CH:27][N:26]=[CH:25]2)[CH:31]=[CH:32][C:19]=1[C:17]#[N:18] |f:0.1,3.4|. Reported procedure: 2-Aminomethyl-3′-hydroxybiphenyl hydrochloride from Step H (129 mg, 0.548 mmol) and 1-(4-cyano-3-fluorobenzyl)-5-imidazolecarboxaldehyde from Example 3, Step G (132 mg, 0.576 mmol) were stirred in MeOH (2 mL) for 30 min, then NaCNBH3 (38 mg, 0.60 mmol) was added. The reaction mixture was adjusted to pH 5 with AcOH, as judged from wetted pH paper, and stirring was continued at ambient temperature for 3 days. The reaction was quenched with 10% aq. citric acid and stirred for 20 min. Sat. aq. NaHCO...